Task: describe an organic reaction: reactants, conditions, products, and yield. Dataset: the Open Reaction Database (ORD), a public repository of structured organic reaction records Starting materials: [Si](C)(C)(C(C)(C)C)OC1=CC(=C(C=C1)N)[N+](=O)[O-] (4-(tert-butyldimethylsilyloxy)-2-nitrobenzenamine), C(C)(=O)O (acetic acid). The reagents and catalysts are [Fe] (Fe). Run in CCO (EtOH). The product is [Si](C)(C)(C(C)(C)C)OC=1C=C(C(=CC1)N)N (4-((tert-butyldimethylsilyl)oxy)benzene-1,2-diamine). As a reaction SMILES: [Si:1]([O:8][C:9]1[CH:14]=[CH:13][C:12]([NH2:15])=[C:11]([N+:16]([O-])=O)[CH:10]=1)([C:4]([CH3:7])([CH3:6])[CH3:5])([CH3:3])[CH3:2].C(O)(=O)C>CCO.[Fe]>[Si:1]([O:8][C:9]1[CH:10]=[C:11]([NH2:16])[C:12]([NH2:15])=[CH:13][CH:14]=1)([C:4]([CH3:7])([CH3:6])[CH3:5])([CH3:3])[CH3:2]. Reported procedure: The mixture of 4-(tert-butyldimethylsilyloxy)-2-nitrobenzenamine (0.5 g, 1.9 mmol), Fe powder (1.1 g, 19 mmol) and acetic acid (1.0 mL, 18 mmol) in EtOH (10 mL) was stirred at reflux for 4 hrs. The mixture was filtered through celite pad and the filtrate was concentrated.